From a dataset of the Open Reaction Database (ORD), a public repository of structured organic reaction records. describe an organic reaction: reactants, conditions, products, and yield Starting materials: N1=CC=C(C=C1)C(CCN)C (3-(4-pyridinyl)butanamine), C(C)O (ethanol), C(Cl)(Cl)Cl (Chloroform), N1=C(C2=C3C(C=CC=C13)=CC=C2)S (benz(cd)indol-2-thiol), mercuric acetate. Run in ClCCl (dichloromethane). The product is N1=CC=C(C=C1)C(CCNC1=NC2=CC=CC=3C2=C1C=CC3)C (N-(3-(4-pyridinyl)butyl)benz(cd)indol-2-amine). RXN SMILES: [N:1]1[CH:6]=[CH:5][C:4]([CH:7]([CH3:11])[CH2:8][CH2:9][NH2:10])=[CH:3][CH:2]=1.[N:12]1[C:20]2[C:15]3[C:16](=[CH:21][CH:22]=[CH:23][C:14]=3[C:13]=1S)[CH:17]=[CH:18][CH:19]=2.C(O)C.C(Cl)(Cl)Cl>ClCCl>[N:1]1[CH:6]=[CH:5][C:4]([CH:7]([CH3:11])[CH2:8][CH2:9][NH:10][C:13]2[C:14]3[CH:23]=[CH:22][CH:21]=[C:16]4[C:15]=3[C:20](=[CH:19][CH:18]=[CH:17]4)[N:12]=2)=[CH:3][CH:2]=1. Procedure details: The title compound was prepared by the procedure of Example 55, utilizing 3.1 grams of 3-(4-pyridinyl)butanamine, 3.9 grams of benz(cd)indol-2-thiol, 6.4 grams of mercuric acetate, and 300 ml of ethanol. Chloroform (200 ml) was utilized as the partitioning solvent in place of dichloromethane. When the chloroform was being removed in vacuo, crystallization of the title compound suddenly occurred. The precipitate was collected, washed with a little chloroform, and dried. The yield was 3.9 grams; m... The reactants are ClC=1C=C(C(=O)OC)C=CN1 (Methyl 2-chloroisonicotinate), FC(C1=CC=C(C=N1)B(O)O)(F)F (6-(trifluoromethyl)pyridin-3-yl boronic acid), C([O-])([O-])=O.[K+].[K+] (potassium carbonate), Cl (HCl). Reagents/catalysts: Cl[Pd]Cl (PdCl2). Solvent: CO (methanol), CC(C)(C)OC (MTBE). Reaction conditions: temperature 100 celsius. Yields the product Cl.FC(C1=CC=C(C=N1)C1=NC=CC(=C1)C(=O)OC)(F)F (methyl 6′-(trifluoromethyl)-2,3′-bipyridine-4-carboxylate hydrochloride). Yield: 57.4%. Reaction SMILES: [Cl:1][C:2]1[CH:3]=[C:4]([CH:9]=[CH:10][N:11]=1)[C:5]([O:7][CH3:8])=[O:6].[F:12][C:13]([F:24])([F:23])[C:14]1[N:19]=[CH:18][C:17](B(O)O)=[CH:16][CH:15]=1.C(=O)([O-])[O-].[K+].[K+].Cl>CO.CC(OC)(C)C.Cl[Pd]Cl>[ClH:1].[F:12][C:13]([F:24])([F:23])[C:14]1[N:19]=[CH:18][C:17]([C:2]2[CH:3]=[C:4]([C:5]([O:7][CH3:8])=[O:6])[CH:9]=[CH:10][N:11]=2)=[CH:16][CH:15]=1 |f:2.3.4,9.10|. Procedure: Methyl 2-chloroisonicotinate (3 g, 17.48 mmol), 6-(trifluoromethyl)pyridin-3-yl boronic acid (5.01 g, 26.23 mmol), potassium carbonate (1.450 g, 10.49 mmol) and PdCl2 (dppf) (0.380 g, 0.52 mmol) were mixed in methanol (30 mL) in two separate 20 mL microwave vials. The vials were capped and heated at 100° C. for 10 min in a single node microwave reactor. Water and DCM were added and the phases were separated. The water phase (pH 9) was extracted with DCM and the combined organic phase washed with...